This data is from the Open Reaction Database (ORD), a public repository of structured organic reaction records. The task is: describe an organic reaction: reactants, conditions, products, and yield Reactants: CC=1N=NC=2C=CC=C(C2C1)N (3-methylcinnolin-5-amine), FC(OC1=CC=C(CN=C=O)C=C1)(F)F ([4-(trifluoromethoxy)benzyl]isocyanate). The product is CC=1N=NC2=CC=CC(=C2C1)NC(=O)NCC1=CC=C(C=C1)OC(F)(F)F (N-(3-Methylcinnolin-5-yl)-N′-[4-(trifluoromethoxy)benzyl]urea). RXN SMILES: [CH3:1][C:2]1[N:3]=[N:4][C:5]2[CH:6]=[CH:7][CH:8]=[C:9]([NH2:12])[C:10]=2[CH:11]=1.[F:13][C:14]([F:27])([F:26])[O:15][C:16]1[CH:25]=[CH:24][C:19]([CH2:20][N:21]=[C:22]=[O:23])=[CH:18][CH:17]=1>>[CH3:1][C:2]1[N:3]=[N:4][C:5]2[C:10]([CH:11]=1)=[C:9]([NH:12][C:22]([NH:21][CH2:20][C:19]1[CH:18]=[CH:17][C:16]([O:15][C:14]([F:13])([F:27])[F:26])=[CH:25][CH:24]=1)=[O:23])[CH:8]=[CH:7][CH:6]=2. Procedure details: Prepared from 3-methylcinnolin-5-amine and [4-(trifluoromethoxy)benzyl]isocyanate (Description 59) according to the procedure of Description 61. m/z (ES+) 377 (M+H)+. Starting materials: FC=1C=C2C(=C(C=NC2=CC1)N)NC1=C(C=CC=C1)F (6-fluoro-N4-(2-fluoro-phenyl)-quinoline-3,4-diamine), C(C)OC(OCC)OCC (triethylorthoformate). Product: FC1=CC=2C3=C(C=NC2C=C1)N=CN3C3=C(C=CC=C3)F (8-Fluoro-1-(2-fluoro-phenyl)-1H-imidazo[4,5-c]quinoline). As a reaction SMILES: [F:1][C:2]1[CH:3]=[C:4]2[C:9](=[CH:10][CH:11]=1)[N:8]=[CH:7][C:6]([NH2:12])=[C:5]2[NH:13][C:14]1[CH:19]=[CH:18][CH:17]=[CH:16][C:15]=1[F:20].[CH2:21](OC(OCC)OCC)C>>[F:1][C:2]1[CH:11]=[CH:10][C:9]2[N:8]=[CH:7][C:6]3[N:12]=[CH:21][N:13]([C:14]4[CH:19]=[CH:18][CH:17]=[CH:16][C:15]=4[F:20])[C:5]=3[C:4]=2[CH:3]=1. Procedure details: 200 mg (0.74 mmol) 6-fluoro-N4-(2-fluoro-phenyl)-quinoline-3,4-diamine (Example 19e) in 8 ml triethylorthoformate are heated at 160° C. for 3 h. The cold solution is evaporated to dryness, and the residue is dissolved in hot ethyl acetate. By adding hexane to this solution, the title compound precipitates. The compound is filtered off and dried overnight at 60° C. (high vacuum). mp: 162-163° C.; MS: 282 (M*+1); HPLC: tret=7.26 min (Grad 1).